This data is from the Open Reaction Database (ORD), a public repository of structured organic reaction records. The task is: describe an organic reaction: reactants, conditions, products, and yield Reactants: NCCO (2-Amino-ethanol), ClC(Cl)(OC(OC(Cl)(Cl)Cl)=O)Cl (triphosgene), C(C)(=O)O.NC(C)(C)C1=CC(=C(C=C1)NC(=O)C=1NC=C(N1)C#N)C1=CCCCC1 (4-Cyano-1H-imidazole-2-carboxylic acid [4-(1-amino-1-methyl-ethyl)-2-cyclohex-1-enyl-phenyl]-amide acetic acid salt), CCN(C(C)C)C(C)C (DIEA). Solvent: C1CCOC1 (THF), C1CCOC1 (THF), [Cl-].[Na+].O (brine). Run at time 10 minute. Yields the product C1(=CCCCC1)C1=C(C=CC(=C1)C(C)(C)NC(=O)NCCO)NC(=O)C=1NC=C(N1)C#N (4-Cyano-1H-imidazole-2-carboxylic acid (2-cyclohex-1-enyl-4-{1-[3-(2-hydroxy-ethyl)-ureido]-1-methyl-ethyl}-phenyl)-amide). Yield: 86.5%. RXN SMILES: Cl[C:2](Cl)([O:4]C(=O)OC(Cl)(Cl)Cl)Cl.C(O)(=O)C.[NH2:17][C:18]([C:21]1[CH:26]=[CH:25][C:24]([NH:27][C:28]([C:30]2[NH:31][CH:32]=[C:33]([C:35]#[N:36])[N:34]=2)=[O:29])=[C:23]([C:37]2[CH2:42][CH2:41][CH2:40][CH2:39][CH:38]=2)[CH:22]=1)([CH3:20])[CH3:19].CCN(C(C)C)C(C)C.[NH2:52][CH2:53][CH2:54][OH:55]>C1COCC1.[Cl-].[Na+].O>[C:37]1([C:23]2[CH:22]=[C:21]([C:18]([NH:17][C:2]([NH:52][CH2:53][CH2:54][OH:55])=[O:4])([CH3:20])[CH3:19])[CH:26]=[CH:25][C:24]=2[NH:27][C:28]([C:30]2[NH:31][CH:32]=[C:33]([C:35]#[N:36])[N:34]=2)=[O:29])[CH2:42][CH2:41][CH2:40][CH2:39][CH:38]=1 |f:1.2,6.7.8|. Reported procedure: To a solution of triphosgene (11.9 mg, 0.0400 mmol) in 2 mL of THF at 0° C. was added a solution of 4-cyano-1H-imidazole-2-carboxylic acid [4-(1-amino-1-methyl-ethyl)-2-cyclohex-1-enyl-phenyl]-amide acetic acid salt (as prepared in Example 3, step (b), 41.0 mg, 0.100 mmol) and DIEA (52 μL, 0.30 mmol) in 2 mL of THF under Ar. The resulting mixture was stirred at RT for 10 min and cooled to 0° C. 2-Amino-ethanol (60.0 μL, 1.00 mmol) was added into the mixture and the reaction was stirred at RT for... Reactants: COCCCBr, [H-], O=C1CCCc2cc([N+](=O)[O-])ccc2N1, [Na+], CN(C)C=O. Yields the product COCCN1C(=O)CCCc2cc([N+](=O)[O-])ccc21. RXN SMILES: [Br:18][CH2:19][CH2:20][CH2:21][O:22][CH3:23].[H-:17].[N+:1](=[O:2])([O-:3])[c:4]1[cH:5][c:6]2[c:7]([cH:14][cH:15]1)[NH:8][C:9](=[O:13])[CH2:10][CH2:11][CH2:12]2.[Na+:16].[O:24]=[CH:25][N:26]([CH3:27])[CH3:28]>>[N+:1](=[O:2])([O-:3])[c:4]1[cH:5][c:6]2[c:7]([cH:14][cH:15]1)[N:8]([CH2:20][CH2:21][O:22][CH3:23])[C:9](=[O:13])[CH2:10][CH2:11][CH2:12]2. Run in CCOCC (Et2O), C(Cl)Cl (CH2Cl2), CO (MeOH). Yield: 53.0%. The reactants are C(C)(C)(C)C1=CC(=NO1)NC(=O)NC1=CC(=CC=C1)OC1=NC=NC2=CC(=C(C=C12)OCCOC)OC (1-(5-tert-butylisoxazol-3-yl)-3-{3-[7-methoxy-6-(2-methoxyethoxy)quinazolin-4-yloxy]phenyl}urea), Cl (HCl). Reported procedure: The title compound was prepared as described in Example 6B Step 2 using 1-(5-tert-butylisoxazol-3-yl)-3-{3-[7-methoxy-6-(2-methoxyethoxy)quinazolin-4-yloxy]phenyl}urea and 1.0 M HCl in Et2O solution (1 mL) in CH2Cl2 and MeOH, to afford 1-(5-tert-butylisoxazol-3-yl)-3-{3-[7-methoxy-6-(2-methoxyethoxy)quinazolin-4-yloxy]phenyl}urea hydrochloride as a solid (0.211 g, 53%). 1H NMR (300 MHz, DMSO-d6) δ 9.68 (s, 1H), 9.33 (s, 1H), 8.68 (s, 1H), 7.63 (s, 1H), 7.60 (d, 1H), 7.43 (s, 1H), 7.41 (t, 1H), 7... As a reaction SMILES: [C:1]([C:5]1[O:9][N:8]=[C:7]([NH:10][C:11]([NH:13][C:14]2[CH:19]=[CH:18][CH:17]=[C:16]([O:20][C:21]3[C:30]4[C:25](=[CH:26][C:27]([O:36][CH3:37])=[C:28]([O:31][CH2:32][CH2:33][O:34][CH3:35])[CH:29]=4)[N:24]=[CH:23][N:22]=3)[CH:15]=2)=[O:12])[CH:6]=1)([CH3:4])([CH3:3])[CH3:2].[ClH:38]>CCOCC.C(Cl)Cl.CO>[ClH:38].[C:1]([C:5]1[O:9][N:8]=[C:7]([NH:10][C:11]([NH:13][C:14]2[CH:19]=[CH:18][CH:17]=[C:16]([O:20][C:21]3[C:30]4[C:25](=[CH:26][C:27]([O:36][CH3:37])=[C:28]([O:31][CH2:32][CH2:33][O:34][CH3:35])[CH:29]=4)[N:24]=[CH:23][N:22]=3)[CH:15]=2)=[O:12])[CH:6]=1)([CH3:4])([CH3:2])[CH3:3] |f:5.6|. Product: title compound, Cl.C(C)(C)(C)C1=CC(=NO1)NC(=O)NC1=CC(=CC=C1)OC1=NC=NC2=CC(=C(C=C12)OCCOC)OC (1-(5-tert-butylisoxazol-3-yl)-3-{3-[7-methoxy-6-(2-methoxyethoxy)quinazolin-4-yloxy]phenyl}urea hydrochloride). Reactants: [H-].[Na+] (NaH), Cl.CCOCC (HCl Et2O), CI (Methyl iodide), CI (methyl iodide), [H-].[Na+] (NaH), C(C)(C)(C)OC(=O)N[C@@H](CC1=CC=C(C=C1)OCC1=CC=CC=C1)C(=O)O (N-(tert-butyloxycarbonyl)-O-(phenylmethyl)-L-tyrosine), 1-[4-(2,3-dichlorophenyl)methyl]piperazine amide. Run in C1CCOC1 (THF), CO (MeOH). Conditions: temperature 0 celsius, time 30 minute. Product: C1(=CC=CC=C1)COC1=CC=C(C[C@H](N)C(=O)O)C=C1 (O-(phenylmethyl)-L-tyrosine), amine. Reaction SMILES: [H-].[Na+].C(OC([NH:10][C@H:11]([C:27]([OH:29])=[O:28])[CH2:12][C:13]1[CH:18]=[CH:17][C:16]([O:19][CH2:20][C:21]2[CH:26]=[CH:25][CH:24]=[CH:23][CH:22]=2)=[CH:15][CH:14]=1)=O)(C)(C)C.CI.Cl.CCOCC>C1COCC1.CO>[C:21]1([CH2:20][O:19][C:16]2[CH:15]=[CH:14][C:13]([CH2:12][C@@H:11]([C:27]([OH:29])=[O:28])[NH2:10])=[CH:18][CH:17]=2)[CH:22]=[CH:23][CH:24]=[CH:25][CH:26]=1 |f:0.1,4.5|. Procedure: To a suspension of NaH in THF (5 mL) cooled to 0° C. was added dropwise a solution of N-(tert-butyloxycarbonyl)-O-(phenylmethyl)-L-tyrosine, 1-[4-(2,3-dichlorophenyl)methyl]piperazine amide (N-Boc derivative of Example 159) (339 mg, 1.0 equiv). Methyl iodide (402 mg, 5 equiv) was then added to the reaction mixture via syringe. After the reaction was stirred at 0° C. for 30 minutes, it was warmed up to room temperature and stirred for 3 hours. An excess of methyl iodide and NaH was added to the r... Reactants: ClC1=C(C=CC=C1Cl)N1N=C(C=C1I)C(F)(F)F (1-(2,3-dichlorophenyl)-5-iodo-3-(trifluoromethyl)-1H-pyrazole), C(#N)[Cu] (CuCN). Solvent: CN1CCCC1=O (NMP). Run at temperature 200 celsius. Yields the product ClC1=C(C=CC=C1Cl)N1N=C(C=C1C#N)C(F)(F)F (1-(2,3-dichlorophenyl)-3-(trifluoromethyl)-1H-pyrazole-5-carbonitrile). Yield: 59.5%. Reaction SMILES: [Cl:1][C:2]1[C:7]([Cl:8])=[CH:6][CH:5]=[CH:4][C:3]=1[N:9]1[C:13](I)=[CH:12][C:11]([C:15]([F:18])([F:17])[F:16])=[N:10]1.[C:19]([Cu])#[N:20]>CN1C(=O)CCC1>[Cl:1][C:2]1[C:7]([Cl:8])=[CH:6][CH:5]=[CH:4][C:3]=1[N:9]1[C:13]([C:19]#[N:20])=[CH:12][C:11]([C:15]([F:18])([F:17])[F:16])=[N:10]1. Procedure: To a stirred solution of 1-(2,3-dichlorophenyl)-5-iodo-3-(trifluoromethyl)-1H-pyrazole (11.1 g, 27.58 mmol, 1.0 eq) in NMP (50 mL) was added CuCN (2.39 g, 27.58 mmol, 1.0 eq.) and heated to 200° C. for 2 h. The reaction mixture was passed through a celite pad and washed with excess of ethyl acetate. The filtrate was washed with water and the ethyl acetate layer was separated, dried (Na2SO4), and the solvent evaporated. The resulting residue was purified by CC using ethyl acetate/PE (1:9) to get ...